This data is from the Open Reaction Database (ORD), a public repository of structured organic reaction records. The task is: describe an organic reaction: reactants, conditions, products, and yield Reactants: C(CCC)=O (n-butyraldehyde), [H][H] (hydrogen). The reagents and catalysts are [Pd] (palladium). The product is C(CCC)=O (n-butyraldehyde), C(C)C(C=O)CCCC (2-ethylhexaldehyde). Reaction SMILES: [CH:1](=[O:5])[CH2:2][CH2:3][CH3:4].[H][H]>[Pd]>[CH:1](=[O:5])[CH2:2][CH2:3][CH3:4].[CH2:3]([CH:2]([CH2:1][CH2:2][CH2:3][CH3:4])[CH:1]=[O:5])[CH3:4]. Procedure: Using the apparatus described above, n-butyraldehyde was fed at a WHSV of 1.2, using hydrogen as the carrier gas, at atmospheric pressure and at 200° C. over an ALPO4 -31 catalyst loaded with 0.5% of palladium. The reaction resulted in an n-butyraldehyde conversion of 50% with about 10% selectivity to 2-ethylhexaldehyde. Starting materials: CCCCCCCCCCCCCCCCCC(=O)OC(COC(=O)C(NC(=O)OCC1c2ccccc2-c2ccccc21)C(C)C)C(=O)OCc1ccccc1, CCOC(C)=O. Yields the product CCCCCCCCCCCCCCCCCC(=O)OC(COC(=O)C(NC(=O)OCC1c2ccccc2-c2ccccc21)C(C)C)C(=O)O. Reaction SMILES: [C:1](=[O:2])([O:3][CH2:4][CH:5]1[c:6]2[cH:7][cH:8][cH:9][cH:10][c:11]2-[c:12]2[cH:13][cH:14][cH:15][cH:16][c:17]21)[NH:18][CH:19]([CH:20]([CH3:21])[CH3:22])[C:23](=[O:24])[O:25][CH2:26][CH:27]([C:28](=[O:29])[O:30][CH2:31][c:32]1[cH:33][cH:34][cH:35][cH:36][cH:37]1)[O:38][C:39]([CH2:40][CH2:41][CH2:42][CH2:43][CH2:44][CH2:45][CH2:46][CH2:47][CH2:48][CH2:49][CH2:50][CH2:51][CH2:52][CH2:53][CH2:54][CH2:55][CH3:56])=[O:57].[CH3:58][CH2:59][O:60][C:61](=[O:62])[CH3:63]>>[C:1](=[O:2])([O:3][CH2:4][CH:5]1[c:6]2[cH:7][cH:8][cH:9][cH:10][c:11]2-[c:12]2[cH:13][cH:14][cH:15][cH:16][c:17]21)[NH:18][CH:19]([CH:20]([CH3:21])[CH3:22])[C:23](=[O:24])[O:25][CH2:26][CH:27]([C:28](=[O:29])[OH:30])[O:38][C:39]([CH2:40][CH2:41][CH2:42][CH2:43][CH2:44][CH2:45][CH2:46][CH2:47][CH2:48][CH2:49][CH2:50][CH2:51][CH2:52][CH2:53][CH2:54][CH2:55][CH3:56])=[O:57]. Starting materials: COc1cc(C(Nc2cccc(C(N)=O)c2)C(=O)O)ccc1F, CC(C)S(=O)(=O)c1ccc(NC(=O)N(C)C)cc1C1CCCN1, Cl. The product is COc1cc(C(Nc2cccc(C(N)=O)c2)C(=O)N2CCCC2c2cc(NC(=O)N(C)C)ccc2S(=O)(=O)C(C)C)ccc1F. Reaction SMILES: [C:1]([NH2:2])(=[O:3])[c:4]1[cH:5][c:6]([NH:10][CH:11]([C:12](=[O:13])[OH:14])[c:15]2[cH:16][c:17]([O:22][CH3:23])[c:18]([F:21])[cH:19][cH:20]2)[cH:7][cH:8][cH:9]1.[CH:25]([CH3:26])([CH3:27])[S:28](=[O:29])(=[O:30])[c:31]1[c:32]([CH:43]2[NH:44][CH2:45][CH2:46][CH2:47]2)[cH:33][c:34]([NH:37][C:38]([N:39]([CH3:40])[CH3:41])=[O:42])[cH:35][cH:36]1.[ClH:24]>>[C:1]([NH2:2])(=[O:3])[c:4]1[cH:5][c:6]([NH:10][CH:11]([C:12](=[O:14])[N:44]2[CH:43]([c:32]3[c:31]([S:28]([CH:25]([CH3:26])[CH3:27])(=[O:29])=[O:30])[cH:36][cH:35][c:34]([NH:37][C:38]([N:39]([CH3:40])[CH3:41])=[O:42])[cH:33]3)[CH2:47][CH2:46][CH2:45]2)[c:15]2[cH:16][c:17]([O:22][CH3:23])[c:18]([F:21])[cH:19][cH:20]2)[cH:7][cH:8][cH:9]1. Starting materials: C1(CCCCC1)=O (cyclohexanone), CN(N)C (N,N-dimethylhydrazine), O.C1(=CC=C(C=C1)S(=O)(=O)O)C (toluene-4-sulfonic acid monohydrate). Run in C(C)O (ethanol). Conditions: temperature 70 celsius, time 72 hour. The product is C1(CCCCC1)=NN(C)C (N′-Cyclohexylidene-N,N-dimethyl-hydrazine). Yield: 87.4%. RXN SMILES: [C:1]1(=O)[CH2:6][CH2:5][CH2:4][CH2:3][CH2:2]1.[CH3:8][N:9]([CH3:11])[NH2:10].O.C1(C)C=CC(S(O)(=O)=O)=CC=1>C(O)C>[C:1]1(=[N:10][N:9]([CH3:11])[CH3:8])[CH2:6][CH2:5][CH2:4][CH2:3][CH2:2]1 |f:2.3|. Procedure details: To solution of cyclohexanone (2.00 g, 20.4 mmol) and N,N-dimethylhydrazine (1.50 ml, 20.4 mmol) in ethanol (20 ml) was added a catalytic amount of toluene-4-sulfonic acid monohydrate. The reaction mixture was stirred at 70° C. for 72 h. The solvent was evaporated, and the residue was purified by Kugelrohr distillation (60-80° C., 5 mbar) to give the title compound (2.50 g, 87%) as colorless oil. MS m/e: 141 ([M+H]+)